This data is from the Open Reaction Database (ORD), a public repository of structured organic reaction records. The task is: describe an organic reaction: reactants, conditions, products, and yield The reactants are O=C1C=2CCCNC2C2=C(N1)C=CC(=C2)C(=O)OCC (Ethyl 5-oxo-1,2,3,4,5,6-hexahydrobenzo[h][1,6]naphthyridine-9-carboxylate), O1CCOCC1.Cl (hydrochloric acid 1,4-dioxane). The solvent is O1CCOCC1 (1,4-dioxane). Reaction conditions: time 18 hour. The product is Cl.O=C1C=2CCCNC2C2=C(N1)C=CC(=C2)C(=O)OCC (Ethyl 5-oxo-1,2,3,4,5,6-hexahydrobenzo[h][1,6]naphthyridine-9-carboxylate hydrochloride). Isolated yield 25.0%. Reaction SMILES: [O:1]=[C:2]1[NH:11][C:10]2[CH:12]=[CH:13][C:14]([C:16]([O:18][CH2:19][CH3:20])=[O:17])=[CH:15][C:9]=2[C:8]2[NH:7][CH2:6][CH2:5][CH2:4][C:3]1=2.O1CCOCC1.[ClH:27]>O1CCOCC1>[ClH:27].[O:1]=[C:2]1[NH:11][C:10]2[CH:12]=[CH:13][C:14]([C:16]([O:18][CH2:19][CH3:20])=[O:17])=[CH:15][C:9]=2[C:8]2[NH:7][CH2:6][CH2:5][CH2:4][C:3]1=2 |f:1.2,4.5|. Procedure details: The compound (7.5 mg, 0.027 mmol) prepared in step 4 was dissolved in 1,4-dioxane (1 ml), added with 3.7 N hydrochloric acid 1,4-dioxane solution (1 ml), and then stirred for 18 hours at room temperature. Once the reaction was completed, generated solid was filtered, washed with ethyl acetate, and dried in vacuo to obtain the title compound (4.5 mg, yield: 25%, white solid). Starting materials: Cc1sc(C(=O)NN)c(S(N)(=O)=O)c1C#N, Cl, O=N[O-], [Na+], O. Yields the product Cc1sc(C(=O)N=[N+]=[N-])c(S(N)(=O)=O)c1C#N. RXN SMILES: [C:5](#[N:6])[c:7]1[c:8]([S:17](=[O:18])(=[O:19])[NH2:20])[c:9]([C:13](=[O:14])[NH:15][NH2:16])[s:10][c:11]1[CH3:12].[ClH:22].[N:1]([O-:2])=[O:3].[Na+:4].[OH2:21]>>[N-:1]=[N+:16]=[N:15][C:13]([c:9]1[c:8]([S:17](=[O:18])(=[O:19])[NH2:20])[c:7]([C:5]#[N:6])[c:11]([CH3:12])[s:10]1)=[O:14]. Reactants: [OH-].[K+] (potassium hydroxide), C(CC)C1=CC=C(C=C1)C#C[Si](C)(C)C (1-(4-n-propylphenyl)-2-trimethylsilylacetylene). The solvent is CO (Methanol), CO (methanol). Run at time 8 hour. Product: C(CC)C1=CC=C(C=C1)C#C (4-n-propylphenylacetylene). Isolated yield 99.4%. As a reaction SMILES: [OH-].[K+].[CH2:3]([C:6]1[CH:11]=[CH:10][C:9]([C:12]#[C:13][Si](C)(C)C)=[CH:8][CH:7]=1)[CH2:4][CH3:5]>CO>[CH2:3]([C:6]1[CH:7]=[CH:8][C:9]([C:12]#[CH:13])=[CH:10][CH:11]=1)[CH2:4][CH3:5] |f:0.1|. Procedure details: Methanol (150 ml) and an aqueous solution of 1N-potassium hydroxide (100 ml) were added to 14.2 g (65.7 mmol) of 1-(4-n-propylphenyl)-2-trimethylsilylacetylene synthesized in the step (i), and the mixture was subjected to hydrolysis with vigorously stirring overnight. After completion of the reaction, methanol was removed and the resultant residue was extracted with hexane. After removing hexane from the hexane phase, the resultant residue was washed with water to give 9.4 g (65.3 mmol) of 4-n-p... The reactants are O=S(=O)(O)Cl, ClCCl, COc1ccccc1CCC(=O)OCCS(=O)(=O)c1ccc(C)cc1. Product: COc1ccc(S(=O)(=O)Cl)cc1CCC(=O)OCCS(=O)(=O)c1ccc(C)cc1. As a reaction SMILES: [Cl:26][S:27](=[O:28])(=[O:29])[OH:30].[Cl:31][CH2:32][Cl:33].[c:1]1([CH3:25])[cH:2][cH:3][c:4]([S:7](=[O:8])(=[O:9])[CH2:10][CH2:11][O:12][C:13]([CH2:14][CH2:15][c:16]2[c:17]([O:22][CH3:23])[cH:18][cH:19][cH:20][cH:21]2)=[O:24])[cH:5][cH:6]1>>[c:1]1([CH3:25])[cH:2][cH:3][c:4]([S:7](=[O:8])(=[O:9])[CH2:10][CH2:11][O:12][C:13]([CH2:14][CH2:15][c:16]2[c:17]([O:22][CH3:23])[cH:18][cH:19][c:20]([S:27]([Cl:26])(=[O:28])=[O:29])[cH:21]2)=[O:24])[cH:5][cH:6]1. Reactants: BrC=1C=C(C=C(C1)C(F)(F)F)S(=O)(=O)NC (3-Bromo-N-methyl-5-trifluoromethyl-benzenesulphonamide), C(C1=CC=CC=C1)OCCCC1=NC(=NC(=C1)[Sn](C)(C)C)C#N (4-(3-benzyloxy-propyl)-6-trimethylstannanyl-pyrimidine-2-carbonitrile). The reagents and catalysts are Cl[Pd]([P](C1=CC=CC=C1)(C2=CC=CC=C2)C3=CC=CC=C3)([P](C4=CC=CC=C4)(C5=CC=CC=C5)C6=CC=CC=C6)Cl (dichlorobis(triphenylphosphine)palladium(II)). The solvent is C(C)(=O)OCC (ethyl acetate), CN(C)C=O (DMF). Product: C(C1=CC=CC=C1)OCCCC1=NC(=NC(=C1)C1=CC(=CC(=C1)C(F)(F)F)S(NC)(=O)=O)C#N (4-(3-benzyloxy-propyl)-6-(3-methylsulphamoyl-5-trifluoromethyl-phenyl)-pyrimidine-2-carbonitrile). Yield: 35.0%. As a reaction SMILES: Br[C:2]1[CH:3]=[C:4]([S:12]([NH:15][CH3:16])(=[O:14])=[O:13])[CH:5]=[C:6]([C:8]([F:11])([F:10])[F:9])[CH:7]=1.[CH2:17]([O:24][CH2:25][CH2:26][CH2:27][C:28]1[CH:33]=[C:32]([Sn](C)(C)C)[N:31]=[C:30]([C:38]#[N:39])[N:29]=1)[C:18]1[CH:23]=[CH:22][CH:21]=[CH:20][CH:19]=1>CN(C=O)C.C(OCC)(=O)C.Cl[Pd](Cl)([P](C1C=CC=CC=1)(C1C=CC=CC=1)C1C=CC=CC=1)[P](C1C=CC=CC=1)(C1C=CC=CC=1)C1C=CC=CC=1>[CH2:17]([O:24][CH2:25][CH2:26][CH2:27][C:28]1[CH:33]=[C:32]([C:2]2[CH:7]=[C:6]([C:8]([F:11])([F:10])[F:9])[CH:5]=[C:4]([S:12](=[O:14])(=[O:13])[NH:15][CH3:16])[CH:3]=2)[N:31]=[C:30]([C:38]#[N:39])[N:29]=1)[C:18]1[CH:23]=[CH:22][CH:21]=[CH:20][CH:19]=1 |^1:53,72|. Reported procedure: 3-Bromo-N-methyl-5-trifluoromethyl-benzenesulphonamide (37 mg), 4-(3-benzyloxy-propyl)-6-trimethylstannanyl-pyrimidine-2-carbonitrile (40 mg) and dichlorobis(triphenylphosphine)palladium(II) (7 mg) in DMF (1 mL) were heated in a microwave to 180° C. for five minutes. The mixture was diluted with ethyl acetate (20 mL) and washed with water (3×20 mL). Organics were separated, dried over sodium sulphate, filtered, and solvent was removed under reduced pressure to yield crude product. Purification b... Starting materials: [Mg] (magnesium), ClC1=CC=C(C(=O)C2=CC=C(C=C2)Cl)C=C1 (4,4'-dichlorobenzophenone), [Cl-].[NH4+] (ammonium chloride), C(C)Br (ethyl bromide), C(=C)N1C=NC=C1 (1-vinylimidazole). RXN SMILES: [Mg].C(Br)C.[CH:5]([N:7]1[CH:11]=[CH:10][N:9]=[CH:8]1)=[CH2:6].[Cl:12][C:13]1[CH:27]=[CH:26][C:16]([C:17]([C:19]2[CH:24]=[CH:23][C:22]([Cl:25])=[CH:21][CH:20]=2)=[O:18])=[CH:15][CH:14]=1.[Cl-].[NH4+]>O.O1CCCC1>[Cl:12][C:13]1[CH:27]=[CH:26][C:16]([C:17]([C:19]2[CH:24]=[CH:23][C:22]([Cl:25])=[CH:21][CH:20]=2)([C:8]2[N:7]([CH:5]=[CH2:6])[CH:11]=[CH:10][N:9]=2)[OH:18])=[CH:15][CH:14]=1 |f:4.5|. Reported procedure: 2.19 g (0.09 gr.at.) of magnesium and 10.9 g (0.1 mol) of ethyl bromide were converted into a Grignard compound in 50 ml. of refluxing anhydrous tetrahydrofuran. In the course of 5 minutes a solution of 8.46 g (0.09 mol) of 1-vinylimidazole in 20 ml. of anhydrous tetrahydrofuran was added with stirring to the refluxing mixture, after which the reaction mixture was refluxed for another two hours. A suspension of 22.6 g (0.09 mol) of 4,4'-dichlorobenzophenone in 50 ml. of anhydrous tetrahydrofuran... Run at time 24 hour. The product is ClC1=CC=C(C=C1)C(O)(C=1N(C=CN1)C=C)C1=CC=C(C=C1)Cl (α,α-Bis(p-chlorophenyl)-1-vinylimidazole-2-methanol). Solvent: O1CCCC1 (tetrahydrofuran), O (water), O1CCCC1 (tetrahydrofuran), O1CCCC1 (tetrahydrofuran).